From a dataset of the Open Reaction Database (ORD), a public repository of structured organic reaction records. describe an organic reaction: reactants, conditions, products, and yield The reactants are [Li]CCCC, CN(C)CCN(C)C, CSSC, CI, O=C1Cc2ccccc2N1, C1CCOC1, O. Yields the product CSC1(C)C(=O)Nc2ccccc21. Reaction SMILES: [CH2:19]([Li:20])[CH2:21][CH2:22][CH3:23].[CH3:11][N:12]([CH3:13])[CH2:14][CH2:15][N:16]([CH3:17])[CH3:18].[CH3:26][S:27][S:28][CH3:29].[I:24][CH3:25].[O:1]=[C:2]1[CH2:3][c:4]2[cH:5][cH:6][cH:7][cH:8][c:9]2[NH:10]1.[O:30]1[CH2:31][CH2:32][CH2:33][CH2:34]1.[OH2:35]>>[O:1]=[C:2]1[C:3]([CH3:25])([S:27][CH3:26])[c:4]2[cH:5][cH:6][cH:7][cH:8][c:9]2[NH:10]1.